Dataset: the Open Reaction Database (ORD), a public repository of structured organic reaction records. Task: describe an organic reaction: reactants, conditions, products, and yield Starting materials: B, CO, CC(Oc1ccc(Cl)cc1Cl)C(=O)O, Cl, C1CCOC1. Yields the product CC(CO)Oc1ccc(Cl)cc1Cl. Reaction SMILES: [BH3:1].[CH3:22][OH:23].[Cl:2][c:3]1[c:4]([O:5][CH:6]([C:7](=[O:8])[OH:9])[CH3:10])[cH:11][cH:12][c:13]([Cl:15])[cH:14]1.[ClH:16].[O:17]1[CH2:18][CH2:19][CH2:20][CH2:21]1>>[Cl:2][c:3]1[c:4]([O:5][CH:6]([CH2:7][OH:8])[CH3:10])[cH:11][cH:12][c:13]([Cl:15])[cH:14]1.